This data is from the Open Reaction Database (ORD), a public repository of structured organic reaction records. The task is: describe an organic reaction: reactants, conditions, products, and yield Reaction SMILES: [CH2:1]1[O:2][CH2:3][CH2:4][CH2:5]1.[CH3:37][CH2:38][O:39][C:40](=[O:41])[CH3:42].[I:6][c:7]1[n:8][n:9]([CH3:20])[c:10]2[cH:11][c:12]([C:16](=[O:17])[O:18][CH3:19])[cH:13][cH:14][c:15]12.[K+:31].[K+:32].[O-:33][C:34]([O-:35])=[O:36].[c:21]1([O:27][B:28]([OH:29])[OH:30])[cH:22][cH:23][cH:24][cH:25][cH:26]1>>[c:7]1(-[c:21]2[cH:22][cH:23][cH:24][cH:25][cH:26]2)[n:8][n:9]([CH3:20])[c:10]2[cH:11][c:12]([C:16](=[O:17])[O:18][CH3:19])[cH:13][cH:14][c:15]12. Yields the product COC(=O)c1ccc2c(-c3ccccc3)nn(C)c2c1. Starting materials: C1CCOC1, CCOC(C)=O, COC(=O)c1ccc2c(I)nn(C)c2c1, [K+], [K+], O=C([O-])[O-], OB(O)Oc1ccccc1. Reactants: COC=1C=C(N)C=C(C1OC)OC (3,4,5-trimethoxyaniline), C(=O)(O)C=1C=C(N)C=C(C1)C(=O)O (3,5-dicarboxy-aniline). The product is COC1C(CCC(C1OC)OC)N (2,3,4-trimethoxycyclohexylamine). As a reaction SMILES: [CH3:1][O:2][C:3]1[CH:4]=[C:5]([CH:7]=[C:8]([O:12][CH3:13])[C:9]=1[O:10][CH3:11])N.C(C1C=C(C=C(C(O)=O)C=1)[NH2:20])(O)=O>>[CH3:1][O:2][CH:3]1[CH:9]([O:10][CH3:11])[CH:8]([O:12][CH3:13])[CH2:7][CH2:5][CH:4]1[NH2:20]. Procedure details: 3,4,5-trimethoxyaniline was hydrogenated via the procedure given for 3,5-dicarboxy-aniline to provide 2,3,4-trimethoxycyclohexylamine which was coupled to the C-terminal valine in the standard way. Reactants: glass, ClC(=O)OCC1=CC=CC=C1 (benzyl chloroformate), C1CCOC1 (THF), Cl.NC(=N)N (guanidine HCl), [OH-].[Na+] (sodium hydroxide). Solvent: O (water). Reaction conditions: temperature 5 celsius, time 2 hour. Product: C(C1=CC=CC=C1)OC(=O)NC(=N)NC(=O)OCC1=CC=CC=C1 (N,N′-Di(benzyloxycarbonyl)guanidine). Reaction SMILES: [CH2:1]1[CH2:5][O:4][CH2:3][CH2:2]1.Cl.[NH2:7][C:8]([NH2:10])=[NH:9].[OH-:11].[Na+].Cl[C:14]([O:16][CH2:17][C:18]1[CH:23]=[CH:22][CH:21]=[CH:20][CH:19]=1)=[O:15]>O>[CH2:17]([O:16][C:14]([NH:9][C:8]([NH:10][C:3]([O:4][CH2:5][C:1]1[CH:2]=[CH:3][CH:2]=[CH:1][CH:5]=1)=[O:11])=[NH:7])=[O:15])[C:18]1[CH:23]=[CH:22][CH:21]=[CH:20][CH:19]=1 |f:1.2,3.4|. Procedure: A 100 L glass lined reactor equipped with a mechanical agitator, cooling jacket, condenser, and addition lines was charged with THF (15.53 kg) and guanidine HCl (3.10 kg, 32.02 mol). To the resultant slurry was added purified water (5.00 kg) and 50% sodium hydroxide solution (8.61 kg, 100.75 mol). The resultant slurry was cooled to 4-6° C. and benzyl chloroformate (13.02 kg, 72.51 mol) was slowly added over a 3.5-hour period, while keeping the temperature below 10° C. The resultant slurry was st... Reactants: FC1=NC=C(C=C1)I (2-fluoro-5-iodopyridine), COC1=CC=C(CO)C=C1 (4-Methoxybenzyl alcohol), [H-].[Na+] (sodium hydride). The solvent is CN(C)C=O (DMF), CN(C)C=O (DMF), CN(C)C=O (DMF). Run at time 18 hour. Product: IC=1C=CC(=NC1)OCC1=CC=C(C=C1)OC (5-Iodo-2-(4′-methoxybenzyloxy)pyridine). Reaction SMILES: [CH3:1][O:2][C:3]1[CH:10]=[CH:9][C:6]([CH2:7][OH:8])=[CH:5][CH:4]=1.[H-].[Na+].F[C:14]1[CH:19]=[CH:18][C:17]([I:20])=[CH:16][N:15]=1>CN(C=O)C>[I:20][C:17]1[CH:18]=[CH:19][C:14]([O:8][CH2:7][C:6]2[CH:9]=[CH:10][C:3]([O:2][CH3:1])=[CH:4][CH:5]=2)=[N:15][CH:16]=1 |f:1.2|. Procedure details: 4-Methoxybenzyl alcohol (6.51 g, 47.1 mole) in 15 mL DMF was added to a stirring suspension of sodium hydride (1.973 g, 49.3 mmol) in DMF at 0° C. After 10 minutes a solution of 2-fluoro-5-iodopyridine (10 g, 44.8 mmol) in 15 mL DMF was added dropwise using an addition funnel. The reaction slowly reached room temperature, and was allowed to stir for 18 hours. The homogenous yellow solution was cooled again and quenched with about 50 ml of water. The suspension was then partitioned between ethyl ...